From a dataset of the Open Reaction Database (ORD), a public repository of structured organic reaction records. describe an organic reaction: reactants, conditions, products, and yield The reactants are ClC1=CC=C(C(=O)C=2C(=C(C=CC2)CCCCCC(=O)O)C)C=C1 (3-(4-chlorobenzoyl)-2-methylbenzene hexanoic acid), S(=O)(Cl)Cl (thionyl chloride). Yields the product ClC1=CC=C(C(=O)C=2C(=C(C=CC2)CCCCCC(=O)Cl)C)C=C1 (3-(4-chlorobenzoyl)-2-methyl-benzenehexanoic acid chloride). As a reaction SMILES: [Cl:1][C:2]1[CH:24]=[CH:23][C:5]([C:6]([C:8]2[C:9]([CH3:22])=[C:10]([CH2:14][CH2:15][CH2:16][CH2:17][CH2:18][C:19](O)=[O:20])[CH:11]=[CH:12][CH:13]=2)=[O:7])=[CH:4][CH:3]=1.S(Cl)([Cl:27])=O>>[Cl:1][C:2]1[CH:24]=[CH:23][C:5]([C:6]([C:8]2[C:9]([CH3:22])=[C:10]([CH2:14][CH2:15][CH2:16][CH2:17][CH2:18][C:19]([Cl:27])=[O:20])[CH:11]=[CH:12][CH:13]=2)=[O:7])=[CH:4][CH:3]=1. Procedure: Using the procedure of Example 2, 3-(4-chlorobenzoyl)-2-methylbenzene hexanoic acid was reacted with thionyl chloride to form 3-(4-chlorobenzoyl)-2-methyl-benzenehexanoic acid chloride which was then reacted with 4-(3-trifluoromethylphenyl)-1-piperazinyl-ethanol followed by hydrochloric acid to obtain 2-[4-(3-trifluoromethylphenyl)-1-piperazinyl]-ethyl 3-(4-chlorobenzoyl)-2-methyl-benzenehexanoate hydrochloride melting at 108° C. Starting materials: Cl.C1(CC1)CC1C=2N(CCN1)N=C(N2)C(F)(F)F (8-(cyclopropylmethyl)-2-(trifluoromethyl)-5,6,7,8-tetrahydro[1,2,4]triazolo[1,5-α]pyrazine hydrochloride), C(C)(C)(C)OC(=O)N[C@@H](CC(=O)O)CC1=C(C=C(C(=C1)F)F)F ((3R)-3-[(tert-butoxycarbonyl)amino]-4-(2,4,5-trifluorophenyl)butanoic acid). Reaction conditions: time 24 hour. Product: C(C)(C)(C)OC(=O)N[C@@H](CC(=O)N1C(C=2N(CC1)N=C(N2)C(F)(F)F)CC2CC2)CC2=C(C=C(C(=C2)F)F)F (7-[(3R)-3-[(tert-Butoxycarbonyl)amino]-4-(2,4,5-trifluorophenyl)butanoyl]-8-(cyclopropylmethyl)-2-(trifluoromethyl)-5,6,7,8-tetrahydro[1,2,4]triazolo[1,5-α]pyrazine). As a reaction SMILES: Cl.[CH:2]1([CH2:5][CH:6]2[NH:11][CH2:10][CH2:9][N:8]3[N:12]=[C:13]([C:15]([F:18])([F:17])[F:16])[N:14]=[C:7]23)[CH2:4][CH2:3]1.[C:19]([O:23][C:24]([NH:26][C@H:27]([CH2:32][C:33]1[CH:38]=[C:37]([F:39])[C:36]([F:40])=[CH:35][C:34]=1[F:41])[CH2:28][C:29](O)=[O:30])=[O:25])([CH3:22])([CH3:21])[CH3:20]>>[C:19]([O:23][C:24]([NH:26][C@H:27]([CH2:32][C:33]1[CH:38]=[C:37]([F:39])[C:36]([F:40])=[CH:35][C:34]=1[F:41])[CH2:28][C:29]([N:11]1[CH2:10][CH2:9][N:8]2[N:12]=[C:13]([C:15]([F:16])([F:18])[F:17])[N:14]=[C:7]2[CH:6]1[CH2:5][CH:2]1[CH2:4][CH2:3]1)=[O:30])=[O:25])([CH3:22])([CH3:20])[CH3:21] |f:0.1|. Procedure: A 35 mg portion of 8-(cyclopropylmethyl)-2-(trifluoromethyl)-5,6,7,8-tetrahydro[1,2,4]triazolo[1,5-α]pyrazine hydrochloride was coupled to (3R)-3-[(tert-butoxycarbonyl)amino]-4-(2,4,5-trifluorophenyl)butanoic acid essentially following the procedure outlined in Example 2, Step D, with the following exception. The reaction mixture was stirred at ambient temperature for 24 h and then concentrated. The residue was purified by preparative TLC (silica gel, 10% methanol/dichloromethane) to provide 54 ...